Dataset: the Open Reaction Database (ORD), a public repository of structured organic reaction records. Task: describe an organic reaction: reactants, conditions, products, and yield Reactants: CCO, CN1C(=O)C(F)(F)CN(C2CCCC2)c2nc(Cl)ncc21, Cl, CCOc1cc(C(=O)O)ccc1N. Product: CCOc1cc(C(=O)O)ccc1Nc1ncc2c(n1)N(C1CCCC1)CC(F)(F)C(=O)N2C. As a reaction SMILES: [CH3:36][CH2:37][OH:38].[Cl:1][c:2]1[n:3][cH:4][c:5]2[c:6]([n:21]1)[N:7]([CH:16]1[CH2:17][CH2:18][CH2:19][CH2:20]1)[CH2:8][C:9]([F:14])([F:15])[C:10](=[O:13])[N:11]2[CH3:12].[ClH:35].[NH2:22][c:23]1[c:24]([O:32][CH2:33][CH3:34])[cH:25][c:26]([C:27](=[O:28])[OH:29])[cH:30][cH:31]1>>[c:2]1([NH:22][c:23]2[c:24]([O:32][CH2:33][CH3:34])[cH:25][c:26]([C:27](=[O:28])[OH:29])[cH:30][cH:31]2)[n:3][cH:4][c:5]2[c:6]([n:21]1)[N:7]([CH:16]1[CH2:17][CH2:18][CH2:19][CH2:20]1)[CH2:8][C:9]([F:14])([F:15])[C:10](=[O:13])[N:11]2[CH3:12].